Dataset: the Open Reaction Database (ORD), a public repository of structured organic reaction records. Task: describe an organic reaction: reactants, conditions, products, and yield Reactants: C(C)(C)(C)OC(=O)N1CCC(CC1)NC(C1=CC(=CC=C1)OS(=O)(=O)C)=O (4-(3-methanesulfonyloxy-benzoylamino)-piperidine-1-carboxylic acid tert-butyl ester), FC(C(=O)O)(F)F (trifluoroacetic acid). Solvent: C(Cl)Cl (CH2Cl2). Conditions: time 4 hour. Product: N1CCC(CC1)NC(=O)C=1C=C(C=CC1)OS(=O)(=O)C (Methanesulfonic acid 3-(piperidin-4-ylcarbamoyl)-phenyl ester). RXN SMILES: C(OC([N:8]1[CH2:13][CH2:12][CH:11]([NH:14][C:15](=[O:27])[C:16]2[CH:21]=[CH:20][CH:19]=[C:18]([O:22][S:23]([CH3:26])(=[O:25])=[O:24])[CH:17]=2)[CH2:10][CH2:9]1)=O)(C)(C)C.FC(F)(F)C(O)=O>C(Cl)Cl>[NH:8]1[CH2:13][CH2:12][CH:11]([NH:14][C:15]([C:16]2[CH:17]=[C:18]([O:22][S:23]([CH3:26])(=[O:24])=[O:25])[CH:19]=[CH:20][CH:21]=2)=[O:27])[CH2:10][CH2:9]1. Procedure: The above prepared 4-(3-methanesulfonyloxy-benzoylamino)-piperidine-1-carboxylic acid tert-butyl ester (0.920 g, 1.85 mmol) was dissolved in 9.5 ml of CH2Cl2 and treated with 2.4 ml of trifluoroacetic acid. After stirring for 4 h at ambient temperature, TLC indicated the absence of starting material. Evaporation of all volatiles left 1.47 g of the title compound as trifluoroacetate as off-white viscous oil.